Dataset: the Open Reaction Database (ORD), a public repository of structured organic reaction records. Task: describe an organic reaction: reactants, conditions, products, and yield Reactants: FC1=C(C(=CC=C1F)OC)CC(=O)O (2-(2,3-difluoro-6-methoxyphenyl)acetic acid), [H-].[H-].[H-].[H-].[Li+].[Al+3] (LAH). Solvent: C1CCOC1 (THF), C1CCOC1 (THF). Reaction conditions: temperature 60 celsius, time 15 minute. Yields the product FC1=C(C(=CC=C1F)OC)CCO (2-(2,3-difluoro-6-methoxyphenyl)ethanol). Yield: 86.9%. RXN SMILES: [F:1][C:2]1[C:7]([F:8])=[CH:6][CH:5]=[C:4]([O:9][CH3:10])[C:3]=1[CH2:11][C:12](O)=[O:13].[H-].[H-].[H-].[H-].[Li+].[Al+3]>C1COCC1>[F:1][C:2]1[C:7]([F:8])=[CH:6][CH:5]=[C:4]([O:9][CH3:10])[C:3]=1[CH2:11][CH2:12][OH:13] |f:1.2.3.4.5.6|. Procedure: To a solution of 2-(2,3-difluoro-6-methoxyphenyl)acetic acid (1 g, 4.95 mmol) in THF (20 mL) at 0° C. was added 1M LAH (9.89 mL, 9.89 mmol) in THF and the resulting mixture was heated at 60° C. for 3 h. Mixture was then cooled and quenched with dropwise addition of water (0.5 mL), 1N NaOH (0.5 mL), and then 1 mL H2O. After stirring for 15 min, the mixture was filtered through celite. The filtrate was concentrated in vacuo. The residue was dried under high vacuum to afford 2-(2,3-difluoro-6-metho... The reactants are BrB(Br)Br, O=C([O-])O, COc1ccc(CN(C)C2CCOCC2)cc1, ClCCl, [Na+]. Product: CN(Cc1ccc(O)cc1)C1CCOCC1. As a reaction SMILES: [B:18]([Br:19])([Br:20])[Br:21].[C:22](=[O:23])([OH:24])[O-:25].[CH3:1][N:2]([CH:3]1[CH2:4][CH2:5][O:6][CH2:7][CH2:8]1)[CH2:9][c:10]1[cH:11][cH:12][c:13]([O:16][CH3:17])[cH:14][cH:15]1.[Cl:27][CH2:28][Cl:29].[Na+:26]>>[CH3:1][N:2]([CH:3]1[CH2:4][CH2:5][O:6][CH2:7][CH2:8]1)[CH2:9][c:10]1[cH:11][cH:12][c:13]([OH:16])[cH:14][cH:15]1. The product is C(=O)C1=NC=CC(=C1)[C@H](CC)NC(=O)C=1C2=C(C=NC1)N(N=C2)C2=CC=C(C=C2)F (1-(4-fluorophenyl)-1H-pyrazolo[3,4-c]pyridine-4-carboxylic acid [(S)-1-(2-formyl-pyridin-4-yl)-propyl]-amide). Run in O (water), CCOC(=O)C (EtOAc), O1CCOCC1 (dioxane), O (water). Run at time 5 hour. As a reaction SMILES: [CH:1]([C:3]1[CH:8]=[C:7]([C@@H:9]([NH:12][C:13]([C:15]2[C:16]3[CH:23]=[N:22][N:21]([C:24]4[CH:29]=[CH:28][C:27]([F:30])=[CH:26][CH:25]=4)[C:17]=3[CH:18]=[N:19][CH:20]=2)=[O:14])[CH2:10][CH3:11])[CH:6]=[CH:5][N:4]=1)=C.N1C(C)=CC=CC=1C.C([OH:43])(C)(C)C.I([O-])(=O)(=O)=O.[Na+]>O1CCOCC1.O.CCOC(C)=O.[Os](=O)(=O)(=O)=O>[CH:1]([C:3]1[CH:8]=[C:7]([C@@H:9]([NH:12][C:13]([C:15]2[C:16]3[CH:23]=[N:22][N:21]([C:24]4[CH:29]=[CH:28][C:27]([F:30])=[CH:26][CH:25]=4)[C:17]=3[CH:18]=[N:19][CH:20]=2)=[O:14])[CH2:10][CH3:11])[CH:6]=[CH:5][N:4]=1)=[O:43] |f:3.4|. The reagents and catalysts are [Os](=O)(=O)(=O)=O (osmium tetroxide). The reactants are C(=C)C1=NC=CC(=C1)[C@H](CC)NC(=O)C=1C2=C(C=NC1)N(N=C2)C2=CC=C(C=C2)F (1-(4-fluorophenyl)-1H-pyrazolo[3,4-c]pyridine-4-carboxylic acid [(S)-1-(2-vinyl-pyridin-4-yl)-propyl]-amide), N1=C(C=CC=C1C)C (2,6-lutidine), C(C)(C)(C)O (tert-butanol), I(=O)(=O)(=O)[O-].[Na+] (sodium periodate). Procedure: A solution of 1-(4-fluorophenyl)-1H-pyrazolo[3,4-c]pyridine-4-carboxylic acid [(S)-1-(2-vinyl-pyridin-4-yl)-propyl]-amide (200 mg, 0.5 mmol) in dioxane (10 mL) and water (3.3 mL) was treated with 2,6-lutidine (116 μL, 1 mmol), 2.5% osmium tetroxide in tert-butanol (125 μL, 0.01 mmol), and sodium periodate (426 mg, 2 mmol). After 5 hours, the reaction mixture was diluted with water (5 mL) and EtOAc (20 mL) and filtered. The organic layer was separated and washed with brine, dried over MgSO4, filt...